Dataset: the Open Reaction Database (ORD), a public repository of structured organic reaction records. Task: describe an organic reaction: reactants, conditions, products, and yield The reactants are CNCC1OC(n2cnc3c(N)ncnc32)C2OC(C)(C)OC12, CO, COC(=O)C1CC(=O)C1. Yields the product COC(=O)C1CC(N(C)CC2OC(n3cnc4c(N)ncnc43)C3OC(C)(C)OC23)C1. RXN SMILES: [CH3:10][C:11]1([CH3:32])[O:12][CH:13]2[CH:14]([O:15]1)[CH:16]([CH2:29][NH:30][CH3:31])[O:17][CH:18]2[n:19]1[c:20]2[n:21][cH:22][n:23][c:24]([NH2:28])[c:25]2[n:26][cH:27]1.[CH3:33][OH:34].[O:1]=[C:2]1[CH2:3][CH:4]([C:6](=[O:7])[O:8][CH3:9])[CH2:5]1>>[CH:2]1([N:30]([CH2:29][CH:16]2[CH:14]3[CH:13]([O:12][C:11]([CH3:10])([CH3:32])[O:15]3)[CH:18]([n:19]3[c:20]4[n:21][cH:22][n:23][c:24]([NH2:28])[c:25]4[n:26][cH:27]3)[O:17]2)[CH3:31])[CH2:3][CH:4]([C:6](=[O:7])[O:8][CH3:9])[CH2:5]1. Starting materials: ClC1=C(C=CC2=C(C(=CC(=C12)F)C1=CC=C(C=C1)OC)Cl)O (1,5-dichloro-8-fluoro-6-(4-methoxyphenyl)-2-naphthol), B(Br)(Br)Br (boron tribromide). Yields the product ClC1=C(C=CC2=C(C(=CC(=C12)F)C1=CC=C(C=C1)O)Cl)O (1,5-Dichloro-8-fluoro-6-(4-hydroxyphenyl)-2-naphthol), light yellow solid. Isolated yield 83.0%. RXN SMILES: [Cl:1][C:2]1[C:11]2[C:6](=[C:7]([Cl:21])[C:8]([C:13]3[CH:18]=[CH:17][C:16]([O:19]C)=[CH:15][CH:14]=3)=[CH:9][C:10]=2[F:12])[CH:5]=[CH:4][C:3]=1[OH:22].B(Br)(Br)Br>>[Cl:1][C:2]1[C:11]2[C:6](=[C:7]([Cl:21])[C:8]([C:13]3[CH:14]=[CH:15][C:16]([OH:19])=[CH:17][CH:18]=3)=[CH:9][C:10]=2[F:12])[CH:5]=[CH:4][C:3]=1[OH:22]. Procedure details: The title compound was prepared by reacting 1,5-dichloro-8-fluoro-6-(4-methoxyphenyl)-2-naphthol (0.15 g, 0.445 mmol) with boron tribromide (0.67 mL of 1 N solution, 0.67 mmol) according to method D to yield 0.12 g (83%) of a light yellow solid mp 206-216° C.; 1H NMR (DMSO-d6): δ 6.88 (2H, d, J=8.55 Hz), 7.34-7.39 (3H, m), 7.51 (1H, d, J=9.34 Hz), 8.21 (1H, dd, J=1.66 Hz, J=9.34 Hz), 9.74 (1H, bs), 10.99 (1H, bs); MS (ESI) m/z321/323/326 (M−H)−.